From a dataset of the Open Reaction Database (ORD), a public repository of structured organic reaction records. describe an organic reaction: reactants, conditions, products, and yield Reactants: C(C1=CC=CC=C1)(C1=CC=CC=C1)(C1=CC=CC=C1)NC=1SC=C(N1)C=O (2-tritylaminothiazole-4-carbaldehyde), O=C1SCC(N1CC(=O)OC(C)(C)C)=O (t-butyl 2,4-dioxothiazolidine-3-acetate), N1CCCCC1 (piperidine). Solvent: C(C)O (ethanol). The product is O=C1SC(C(N1CC(=O)OC(C)(C)C)=O)=CC=1N=C(SC1)NC(C1=CC=CC=C1)(C1=CC=CC=C1)C1=CC=CC=C1 (t-Butyl 2,4-dioxo-5-(2-tritylaminothiazol-4-ylmethylene)thiazolidine-3-acetate). As a reaction SMILES: [C:1]([NH:20][C:21]1[S:22][CH:23]=[C:24]([CH:26]=O)[N:25]=1)([C:14]1[CH:19]=[CH:18][CH:17]=[CH:16][CH:15]=1)([C:8]1[CH:13]=[CH:12][CH:11]=[CH:10][CH:9]=1)[C:2]1[CH:7]=[CH:6][CH:5]=[CH:4][CH:3]=1.[O:28]=[C:29]1[N:33]([CH2:34][C:35]([O:37][C:38]([CH3:41])([CH3:40])[CH3:39])=[O:36])[C:32](=[O:42])[CH2:31][S:30]1.N1CCCCC1>C(O)C>[O:28]=[C:29]1[N:33]([CH2:34][C:35]([O:37][C:38]([CH3:40])([CH3:39])[CH3:41])=[O:36])[C:32](=[O:42])[C:31](=[CH:26][C:24]2[N:25]=[C:21]([NH:20][C:1]([C:2]3[CH:3]=[CH:4][CH:5]=[CH:6][CH:7]=3)([C:8]3[CH:9]=[CH:10][CH:11]=[CH:12][CH:13]=3)[C:14]3[CH:19]=[CH:18][CH:17]=[CH:16][CH:15]=3)[S:22][CH:23]=2)[S:30]1. Procedure details: Following a procedure similar to that described in Example 17, the desired compound was prepared from 2 g of 2-tritylaminothiazole-4-carbaldehyde, 1.2 g of t-butyl 2,4-dioxothiazolidine-3-acetate, 0.88 g of piperidine and 20 ml of ethanol. The resulting product was a yellow powder having the following physical properties. Reactants: ClC1=CC=C(C=C1)C1=NC2=C(N1C(CO)C1CCCCC1)C=C(C(=C2)F)F (2-[2-(4-chloro-phenyl)-5,6-difluoro-benzoimidazol-1-yl]-2-cyclohexyl-ethanol), C(C)OC(C(C)(C)OC1=CC(=CC=C1)O)=O (2-(3-hydroxy-phenoxy)-2-methyl-propionic acid ethyl ester), C(CCC)P(CCCC)CCCC (tri-n-butylphosphin), CN(C(=O)N=NC(=O)N(C)C)C (N,N,N′,N′-tetramethylazodicarboxamide). Product: C(C)OC(C(C)(C)OC1=CC(=CC=C1)OCC(C1CCCCC1)N1C(=NC2=C1C=C(C(=C2)F)F)C2=CC=C(C=C2)Cl)=O (2-(3-{2-[2-(4-chloro-phenyl)-5,6-difluoro-benzoimidazol-1-yl]-2-cyclohexyl-ethoxy}-phenoxy)-2-methyl-propionic acid ethyl ester). As a reaction SMILES: [Cl:1][C:2]1[CH:7]=[CH:6][C:5]([C:8]2[N:12]([CH:13]([CH:16]3[CH2:21][CH2:20][CH2:19][CH2:18][CH2:17]3)[CH2:14][OH:15])[C:11]3[CH:22]=[C:23]([F:27])[C:24]([F:26])=[CH:25][C:10]=3[N:9]=2)=[CH:4][CH:3]=1.[CH2:28]([O:30][C:31](=[O:43])[C:32]([O:35][C:36]1[CH:41]=[CH:40][CH:39]=[C:38](O)[CH:37]=1)([CH3:34])[CH3:33])[CH3:29].C(P(CCCC)CCCC)CCC.CN(C)C(N=NC(N(C)C)=O)=O>>[CH2:28]([O:30][C:31](=[O:43])[C:32]([O:35][C:36]1[CH:41]=[CH:40][CH:39]=[C:38]([O:15][CH2:14][CH:13]([N:12]2[C:11]3[CH:22]=[C:23]([F:27])[C:24]([F:26])=[CH:25][C:10]=3[N:9]=[C:8]2[C:5]2[CH:6]=[CH:7][C:2]([Cl:1])=[CH:3][CH:4]=2)[CH:16]2[CH2:17][CH2:18][CH2:19][CH2:20][CH2:21]2)[CH:37]=1)([CH3:34])[CH3:33])[CH3:29]. Procedure: The title compound was prepared in analogy to Example 4, intermediate, from 2-[2-(4-chloro-phenyl)-5,6-difluoro-benzoimidazol-1-yl]-2-cyclohexyl-ethanol (Ex. 1, int. c), 2-(3-hydroxy-phenoxy)-2-methyl-propionic acid ethyl ester (CAS RN: 328919-24-0), tri-n-butylphosphin and N,N,N′,N′-tetramethylazodicarboxamide. The compound was purified by silica gel chromatography using a MPLC system (CombiFlash Companion, Isco Inc.) eluting with a gradient of n-heptane:ethyl acetate (100:0 to 70:30). Light ye... Reactants: C(C)(=O)OC1C(C(CC1N1C(=NC2=C1C=C(C(=C2)Cl)Cl)Br)COC(C)=O)OC(C)=O (3-(Acetoxymethyl)-5-(2-bromo-5,6-dichloro-1H-benzimidazol-1-yl)-1,2-cyclopentanediyl diacetate), C[O-].[Na+] (sodium methoxide), Cl (hydrochloric acid), [Na] (Sodium). Solvent: CO (methanol), CO (methanol). Reaction conditions: time 5 hour. The product is ClC1=CC2=C(N(C(=N2)OC)C2CC(C(C2O)O)CO)C=C1Cl (5-(5,6-Dichloro-2-methoxy-1H-benzimidazol-1-yl)-3-(hydroxymethyl)-1,2-cyclopentanediol). Reaction SMILES: [Na].C([O:5][CH:6]1[CH:10]([N:11]2[C:15]3[CH:16]=[C:17]([Cl:21])[C:18]([Cl:20])=[CH:19][C:14]=3[N:13]=[C:12]2Br)[CH2:9][CH:8]([CH2:23][O:24]C(=O)C)[CH:7]1[O:28]C(=O)C)(=O)C.[CH3:32][O-:33].[Na+].Cl>CO>[Cl:20][C:18]1[C:17]([Cl:21])=[CH:16][C:15]2[N:11]([CH:10]3[CH:6]([OH:5])[CH:7]([OH:28])[CH:8]([CH2:23][OH:24])[CH2:9]3)[C:12]([O:33][CH3:32])=[N:13][C:14]=2[CH:19]=1 |f:2.3,^1:0|. Reported procedure: Sodium (spheres, 0.10 g, 4.8 mequiv) were added to dry methanol (15 mL). (±)-(1R*, 2S*, 3S*, 5S*)-3-(Acetoxymethyl)-5-(2-bromo-5,6-dichloro-1H-benzimidazol-1-yl)-1,2-cyclopentanediyl diacetate (0.560 g, 0.958 mmol) was added to the sodium methoxide in methanol and the solution stirred at ambient temperature under nitrogen for 5 hours. The solution was then neutralized with 1N hydrochloric acid and volatiles removed in vacuo. The residual solid was chromatographed on silica gel. (±)-(1R*, 2S*, 3S... Starting materials: [H-].[Na+] (NaH), C(C)N(C(CP(OCC)(OCC)=O)=O)CC (diethyl [2-(diethylamino)-2-oxoethyl]-phosphonate), FC1=C(COC2=C(C=C(C=C2)C(C)=O)OCCCOC2OCCCC2)C(=CC=C1)F (4′-(2,6-difluorobenzyloxy)-3′-[3-(tetrahydropyran-2-yloxy)-propoxy]-acetophenone). Solvent: C1CCOC1 (THF), C1CCOC1 (THF), C1CCOC1 (THF). Reaction conditions: time 5 minute. The product is C(C)N(C(\C=C(/C)\C1=CC(=C(C=C1)OCC1=C(C=CC=C1F)F)OCCCOC1OCCCC1)=O)CC (N,N-diethyl (E)-3-{4-(2,6-difluorobenzyloxy)-3-[3-(tetrahydropyran-2-yloxy)-propoxy]-phenyl}-2-butenamide). Reaction SMILES: [H-].[Na+].[CH2:3]([N:5]([CH2:17][CH3:18])[C:6](=[O:16])[CH2:7]P(=O)(OCC)OCC)[CH3:4].[F:19][C:20]1[CH:47]=[CH:46][CH:45]=[C:44]([F:48])[C:21]=1[CH2:22][O:23][C:24]1[CH:29]=[CH:28][C:27]([C:30](=O)[CH3:31])=[CH:26][C:25]=1[O:33][CH2:34][CH2:35][CH2:36][O:37][CH:38]1[CH2:43][CH2:42][CH2:41][CH2:40][O:39]1>C1COCC1>[CH2:17]([N:5]([CH2:3][CH3:4])[C:6](=[O:16])/[CH:7]=[C:30](/[C:27]1[CH:28]=[CH:29][C:24]([O:23][CH2:22][C:21]2[C:20]([F:19])=[CH:47][CH:46]=[CH:45][C:44]=2[F:48])=[C:25]([O:33][CH2:34][CH2:35][CH2:36][O:37][CH:38]2[CH2:43][CH2:42][CH2:41][CH2:40][O:39]2)[CH:26]=1)\[CH3:31])[CH3:18] |f:0.1|. Procedure details: To a solution of washed NaH (0.74 g, 30.94 mmol)) in THF (30 mL) is added a solution of diethyl [2-(diethylamino)-2-oxoethyl]-phosphonate (7.77 g, 30.94 mmol) in THF (30 mol), dropwise, and the solution is stirred at room temperature for 5 minutes until gas evolution ceases. A solution of 4′-(2,6-difluorobenzyloxy)-3′-[3-(tetrahydropyran-2-yloxy)-propoxy]-acetophenone (6.50 g, 15.47 mmol) in THF (30 mL) is then added over 5 minutes and the resulting mixture is refluxed for 18 hours. After coolin... Procedure details: To a solution of the product of Example 9 (Product 9A), 500 mg, in methanol (50 ml), 1N NaOH (1 ml) was added. After 20 min in ice bath, the mixture was neutrlized with 0.1N HCl and 300 ml of distilled water was added. After extracting with ethyl acetate (300 ml), the organics was evaporated and recrystallization from methanol gave 360 mg of (20R)-11β,17,20-trihydroxy-3-oxo-1,4-pregnadien-21-oic acid as white prism, m.p.=213°-214° C. 1H-NMR (Me2SO-6) δ1.03(s,3H,13-CH3), 1.39(s,3H,10-CH3), 3.94(s... Reaction SMILES: [OH:1][C@H:2]1[CH2:24][C@@:23]2([CH3:25])[C@@H:13]([CH2:14][CH2:15][C@:16]2([OH:26])[C@@H:17]([OH:22])[C:18]([O:20]C)=[O:19])[C@H:12]2[C@H:3]1[C@:4]1([CH3:28])[C:9]([CH2:10][CH2:11]2)=[CH:8][C:7](=[O:27])[CH:6]=[CH:5]1.[OH-].[Na+].Cl.O>CO>[OH:1][C@H:2]1[CH2:24][C@@:23]2([CH3:25])[C@@H:13]([CH2:14][CH2:15][C@:16]2([OH:26])[C@@H:17]([OH:22])[C:18]([OH:20])=[O:19])[C@H:12]2[C@H:3]1[C@:4]1([CH3:28])[C:9]([CH2:10][CH2:11]2)=[CH:8][C:7](=[O:27])[CH:6]=[CH:5]1 |f:1.2|. Product: O[C@@H]1[C@@H]2[C@]3(C=CC(C=C3CC[C@H]2[C@@H]2CC[C@]([C@H](C(=O)O)O)([C@]2(C1)C)O)=O)C ((20R)-11β,17,20-trihydroxy-3-oxo-1,4-pregnadien-21-oic acid). Starting materials: Cl (HCl), O (water), O[C@@H]1[C@@H]2[C@]3(C=CC(C=C3CC[C@H]2[C@@H]2CC[C@]([C@H](C(=O)OC)O)([C@]2(C1)C)O)=O)C (methyl (20R)-11β,17,20-trihydroxy-3-oxo-1,4-pregnadien-21-oate), O[C@@H]1[C@@H]2[C@]3(C=CC(C=C3CC[C@H]2[C@@H]2CC[C@]([C@H](C(=O)OC)O)([C@]2(C1)C)O)=O)C (methyl (20R)-11β,17,20-trihydroxy-3-oxo-1,4-pregnadien-21-oate), [OH-].[Na+] (NaOH). Run at time 20 minute. The solvent is CO (methanol). Reactants: N(=[N+]=[N-])[C@H]1C[C@@H](O[C@@H]1CO)N1C(=O)NC(=O)C(=C1)CC (3'-azido-5-ethyl-2',3'-dideoxyuridine). Reagents/catalysts: [Pd] (Pd/C). The product is N[C@H]1C[C@@H](O[C@@H]1CO)N1C(=O)NC(=O)C(=C1)CC (3'-Amino-5-ethyl-2',3'-dideoxyuridine). Yield: 87.9%. As a reaction SMILES: [N:1]([C@@H:4]1[C@@H:8]([CH2:9][OH:10])[O:7][C@@H:6]([N:11]2[CH:18]=[C:17]([CH2:19][CH3:20])[C:15](=[O:16])[NH:14][C:12]2=[O:13])[CH2:5]1)=[N+]=[N-]>[Pd]>[NH2:1][C@@H:4]1[C@@H:8]([CH2:9][OH:10])[O:7][C@@H:6]([N:11]2[CH:18]=[C:17]([CH2:19][CH3:20])[C:15](=[O:16])[NH:14][C:12]2=[O:13])[CH2:5]1. Procedure details: An aqueous solution (15 ml) of 3'-azido-5-ethyl-2',3'-dideoxyuridine (376 mg) is hydrogenated with 10% Pd/C (100 mg) at room temperature under 1 atmosphere for one hour. The mixture is filtered through a celite pad, evaporated down to ca. 2 ml, and then freeze-dried to obtain a foam (300 mg, 88%). Reactants: [H-].[Na+].COCCO[Al+]OCCOC.[H-] (bis(2-methoxyethoxy)aluminium-sodium hydride), C(CCCCCCCCCCC)N1CCC(CC1)C(C(=O)N)(C)C (1-dodecyl-α,α-dimethyl-4-piperidine-acetamide), [OH-].[Na+] (sodium hydroxide). Run in CC1=CC=CC=C1 (methylbenzene). Reaction conditions: time 1 hour. Product: C(CCCCCCCCCCC)N1CCC(CC1)C(CN)(C)C (1-dodecyl-β,β-dimethyl-4-piperidineethanamine). The yield is 6.4%. As a reaction SMILES: [H-].[Na+].COCCO[Al+]OCCOC.[H-].[CH2:15]([N:27]1[CH2:32][CH2:31][CH:30]([C:33]([CH3:38])([CH3:37])[C:34]([NH2:36])=O)[CH2:29][CH2:28]1)[CH2:16][CH2:17][CH2:18][CH2:19][CH2:20][CH2:21][CH2:22][CH2:23][CH2:24][CH2:25][CH3:26].[OH-].[Na+]>CC1C=CC=CC=1>[CH2:15]([N:27]1[CH2:28][CH2:29][CH:30]([C:33]([CH3:37])([CH3:38])[CH2:34][NH2:36])[CH2:31][CH2:32]1)[CH2:16][CH2:17][CH2:18][CH2:19][CH2:20][CH2:21][CH2:22][CH2:23][CH2:24][CH2:25][CH3:26] |f:0.1.2.3,5.6|. Reported procedure: 10 ml of bis(2-methoxyethoxy)aluminium-sodium hydride was added dropwise to a solution of 2.95 g (8.7×10-2 mole) of 1-dodecyl-α,α-dimethyl-4-piperidine-acetamide in 80 ml of methylbenzene. After stirring for one hour at room temperature, the mixture was refluxed for three hours. After cooling the mixture, 50 ml of 3N sodium hydroxide was carefully added and stirring was continued for 24 hours. The resulting mixture was extracted with methylbenzene. The organic phase was washed with water, dried ... Reactants: ClCCCC(=O)C1=CC=C(C=C1)F (4-chloro-4'-fluorobutyrophenone), N1C=NC=C1 (imidazole). Product: N1(C=NC=C1)C1=CC=C(C=C1)C=1C=2N(CCC1)C=CN2 (5,6-Dihydro-8-[4-(1H-imidazol-1-yl)phenyl]imidazo[1,2-a]-pyridine). Reaction SMILES: Cl[CH2:2][CH2:3][CH2:4][C:5]([C:7]1[CH:12]=[CH:11][C:10](F)=[CH:9][CH:8]=1)=O.[NH:14]1[CH:18]=[CH:17][N:16]=[CH:15]1>>[N:14]1([C:10]2[CH:11]=[CH:12][C:7]([C:5]3[C:15]4[N:14]([CH:18]=[CH:17][N:16]=4)[CH2:2][CH2:3][CH:4]=3)=[CH:8][CH:9]=2)[CH:18]=[CH:17][N:16]=[CH:15]1. Procedure: Combine 50 g (0.25 mol) of 4-chloro-4'-fluorobutyrophenone with 120 g (1.76 mol) of imidazole, and heat to 175° C. for 18 hr. Isolation of the product from 500 g of silica gel, followed by crystallization from ethyl acetate, provides the title compound. The reactants are BrC1=CC=C(C=N1)C(C)(C)O (2-(6-bromopyridin-3-yl)propan-2-ol), NC=1SC(=CC1C(=O)N)C1=CC=CC=C1 (2-amino-5-phenylthiophene-3-carboxamide). The product is OC(C)(C)C=1C=CC(=NC1)NC=1SC(=CC1C(=O)N)C1=CC=CC=C1 (2-{[5-(1-Hydroxy-1-methylethyl)pyridin-2-yl]amino}-5-phenylthiophene-3-carboxamide). RXN SMILES: Br[C:2]1[N:7]=[CH:6][C:5]([C:8]([OH:11])([CH3:10])[CH3:9])=[CH:4][CH:3]=1.[NH2:12][C:13]1[S:14][C:15]([C:21]2[CH:26]=[CH:25][CH:24]=[CH:23][CH:22]=2)=[CH:16][C:17]=1[C:18]([NH2:20])=[O:19]>>[OH:11][C:8]([C:5]1[CH:4]=[CH:3][C:2]([NH:12][C:13]2[S:14][C:15]([C:21]3[CH:22]=[CH:23][CH:24]=[CH:25][CH:26]=3)=[CH:16][C:17]=2[C:18]([NH2:20])=[O:19])=[N:7][CH:6]=1)([CH3:10])[CH3:9]. Procedure: 2-{[5-(1-Hydroxy-1-methylethyl)pyridin-2-yl]amino}-5-phenylthiophene-3-carboxamide was prepared using 2-(6-bromopyridin-3-yl)propan-2-ol (79.3 mg, 0.367 mmol) (for preparation, see WO 2004/050024 A2 Example 120 Step A) and 2-amino-5-phenylthiophene-3-carboxamide (80 mg, 0.367 mmol) as the starting materials according the general procedure in Example 1. Reactants: N1(CCOCC1)C1=C(C(=O)Cl)C=C(C=C1)[N+](=O)[O-] (2-Morpholin-4-yl-5-nitro-benzoyl chloride), FC1=C(C=CC(=C1)F)N1CCNCC1 (1-(2,4-difluorophenyl)-piperazine). Yields the product FC1=C(C=CC(=C1)F)N1CCN(CC1)C(=O)C1=C(C=CC(=C1)[N+](=O)[O-])N1CCOCC1 ([4-(2,4-Difluoro-phenyl)-piperazin-1-yl]-(2-morpholin-4-yl-5-nitro-phenyl)-methanone). As a reaction SMILES: [N:1]1([C:7]2[CH:15]=[CH:14][C:13]([N+:16]([O-:18])=[O:17])=[CH:12][C:8]=2[C:9](Cl)=[O:10])[CH2:6][CH2:5][O:4][CH2:3][CH2:2]1.[F:19][C:20]1[CH:25]=[C:24]([F:26])[CH:23]=[CH:22][C:21]=1[N:27]1[CH2:32][CH2:31][NH:30][CH2:29][CH2:28]1>>[F:19][C:20]1[CH:25]=[C:24]([F:26])[CH:23]=[CH:22][C:21]=1[N:27]1[CH2:28][CH2:29][N:30]([C:9]([C:8]2[CH:12]=[C:13]([N+:16]([O-:18])=[O:17])[CH:14]=[CH:15][C:7]=2[N:1]2[CH2:6][CH2:5][O:4][CH2:3][CH2:2]2)=[O:10])[CH2:31][CH2:32]1. Procedure details: The title compound was prepared according to the procedure described for example 46 from 2-Morpholin-4-yl-5-nitro-benzoyl chloride and 1-(2,4-difluorophenyl)-piperazine (87%, yellow solid, MS (m/e): 433.4 (M+H, 100%)